Task: describe an organic reaction: reactants, conditions, products, and yield. Dataset: the Open Reaction Database (ORD), a public repository of structured organic reaction records Starting materials: C(O)CN (Ethanolamine), ClC1=CC=C(O1)C1OC(CN2C1=C1C(=C2C=2SC=C(N2)C)C(N(C(N1C)=O)C)=O)CN1C(C2=CC=CC=C2C1=O)=O (10-(5-chlorofuran-2-yl)-8-((1,3-dioxoisoindolin-2-yl)methyl)-1,3-dimethyl-5-(4-methylthiazol-2-yl)-7,8-dihydro-1H-pyrimido[4′,5′:3,4]pyrrolo[2,1-c][1,4]oxazine-2,4(3H,10H)-dione). The solvent is C1(=CC=CC=C1)C (toluene), O (water). Reaction conditions: temperature 70 celsius, time 6.5 hour. The product is NCC1CN2C(C(O1)C=1OC(=CC1)Cl)=C1C(=C2C=2SC=C(N2)C)C(N(C(N1C)=O)C)=O (8-(Aminomethyl)-10-(5-chlorofuran-2-yl)-1,3-dimethyl-5-(4-methylthiazol-2-yl)-7,8-dihydro-1H-pyrimido[4′,5′:3,4]pyrrolo[2,1-c][1,4]oxazine-2,4(3H,10H)-dione). As a reaction SMILES: C(CN)O.[Cl:5][C:6]1[O:10][C:9]([CH:11]2[C:16]3=[C:17]4[N:29]([CH3:30])[C:28](=[O:31])[N:27]([CH3:32])[C:26](=[O:33])[C:18]4=[C:19]([C:20]4[S:21][CH:22]=[C:23]([CH3:25])[N:24]=4)[N:15]3[CH2:14][CH:13]([CH2:34][N:35]3C(=O)C4C(=CC=CC=4)C3=O)[O:12]2)=[CH:8][CH:7]=1>C1(C)C=CC=CC=1.O>[NH2:35][CH2:34][CH:13]1[O:12][CH:11]([C:9]2[O:10][C:6]([Cl:5])=[CH:7][CH:8]=2)[C:16]2=[C:17]3[N:29]([CH3:30])[C:28](=[O:31])[N:27]([CH3:32])[C:26](=[O:33])[C:18]3=[C:19]([C:20]3[S:21][CH:22]=[C:23]([CH3:25])[N:24]=3)[N:15]2[CH2:14]1. Procedure: Ethanolamine (108 μl, 1.790 mmol) was added to a solution of 10-(5-chlorofuran-2-yl)-8-((1,3-dioxoisoindolin-2-yl)methyl)-1,3-dimethyl-5-(4-methylthiazol-2-yl)-7,8-dihydro-1H-pyrimido[4′,5′:3,4]pyrrolo[2,1-c][1,4]oxazine-2,4(3H,10H)-dione (106 mg, 0.179 mmol) in toluene (3087 μl). The mixture was stirred at 70° C. for 6.5 hours then at room temperature for 16 hours. The mixture was diluted with water (50 ml) and extracted with ethyl acetate (50 ml). The organic phase was washed with 1M NaOH(aq) ... Starting materials: CC(C)(C)Cn1c(CBr)cc2cnc(C#N)nc21, [K+], [K+], O=C([O-])[O-], O=C1NC(=O)C2(CCSCC2)O1, CN(C)C=O. Product: CC(C)(C)Cn1c(CN2C(=O)OC3(CCSCC3)C2=O)cc2cnc(C#N)nc21. As a reaction SMILES: [Br:1][CH2:2][c:3]1[cH:4][c:5]2[c:6]([n:7][c:8]([C:11]#[N:12])[n:9][cH:10]2)[n:13]1[CH2:14][C:15]([CH3:16])([CH3:17])[CH3:18].[K+:31].[K+:32].[O-:33][C:34]([O-:35])=[O:36].[O:19]1[C:20](=[O:30])[NH:21][C:22](=[O:29])[C:23]12[CH2:24][CH2:25][S:26][CH2:27][CH2:28]2.[O:37]=[CH:38][N:39]([CH3:40])[CH3:41]>>[CH2:2]([c:3]1[cH:4][c:5]2[c:6]([n:7][c:8]([C:11]#[N:12])[n:9][cH:10]2)[n:13]1[CH2:14][C:15]([CH3:16])([CH3:17])[CH3:18])[N:21]1[C:20](=[O:30])[O:19][C:23]2([C:22]1=[O:29])[CH2:24][CH2:25][S:26][CH2:27][CH2:28]2. Starting materials: C(C)OC(C(F)F)=O (ethyldifluoroacetate), N[C@@H]([C@H](O)C1=CC=C(C=C1)I)CF ((1R,2S)-2-amino-3-fluoro-1-(4-iodophenyl)propan-1-ol). The product is FC(C(=O)N[C@@H]([C@@H](C1=CC=C(C=C1)I)O)CF)F (2,2-difluoro-N-((1R,2S)-3-fluoro-1-hydroxy-1-(4-iodophenyl)propan-2-yl)acetamide). Reaction SMILES: C(O[C:4](=[O:8])[CH:5]([F:7])[F:6])C.[NH2:9][C@H:10]([CH2:20][F:21])[C@@H:11]([C:13]1[CH:18]=[CH:17][C:16]([I:19])=[CH:15][CH:14]=1)[OH:12]>>[F:7][CH:5]([F:6])[C:4]([NH:9][C@H:10]([CH2:20][F:21])[C@H:11]([OH:12])[C:13]1[CH:14]=[CH:15][C:16]([I:19])=[CH:17][CH:18]=1)=[O:8]. Procedure details: Using the same procedure as Step 1 of Example 4 and reacting ethyldifluoroacetate with commercially available (1R,2S)-2-amino-3-fluoro-1-(4-iodophenyl)propan-1-ol the title compound is obtained (18.3 g): m/z 373 (M+H)+. The reactants are CCOC(=O)N1c2ccccc2C=CC1OCC, NNC(=O)c1ccc(O)cc1, O=C(O)CSCc1ccc2ccccc2c1. Product: O=C(CSCc1ccc2ccccc2c1)NNC(=O)c1ccc(O)cc1. As a reaction SMILES: [CH2:17]([O:18][CH:19]1[CH:20]=[CH:21][c:22]2[c:23]([cH:24][cH:25][cH:26][cH:27]2)[N:28]1[C:29]([O:30][CH2:31][CH3:32])=[O:33])[CH3:34].[OH:35][c:36]1[cH:37][cH:38][c:39]([C:40](=[O:41])[NH:42][NH2:43])[cH:44][cH:45]1.[cH:1]1[c:2]([CH2:11][S:12][CH2:13][C:14](=[O:15])[OH:16])[cH:3][cH:4][c:5]2[cH:6][cH:7][cH:8][cH:9][c:10]12>>[cH:1]1[c:2]([CH2:11][S:12][CH2:13][C:14](=[O:16])[NH:43][NH:42][C:40]([c:39]2[cH:38][cH:37][c:36]([OH:35])[cH:45][cH:44]2)=[O:41])[cH:3][cH:4][c:5]2[cH:6][cH:7][cH:8][cH:9][c:10]12. Reagents/catalysts: N1CCCCC1 (piperidine). Starting materials: S1C(=CC=C1)C1=CC=C2CC(NC2=C1)=O (6-thiophen-2-yl-1,3-dihydroindol-2-one), CN(CCCC=1C(=C(NC1C)C=O)C)C (4-(3-dimethylaminopropyl)-3,5-dimethyl-1H-pyrrole-2-carboxaldehyde). RXN SMILES: [S:1]1[CH:5]=[CH:4][CH:3]=[C:2]1[C:6]1[CH:14]=[C:13]2[C:9]([CH2:10][C:11](=[O:15])[NH:12]2)=[CH:8][CH:7]=1.[CH3:16][N:17]([CH3:30])[CH2:18][CH2:19][CH2:20][C:21]1[C:22]([CH3:29])=[C:23]([CH:27]=O)[NH:24][C:25]=1[CH3:26]>N1CCCCC1.C(O)C>[CH3:30][N:17]([CH3:16])[CH2:18][CH2:19][CH2:20][C:21]1[C:22]([CH3:29])=[C:23]([CH:27]=[C:10]2[C:9]3[C:13](=[CH:14][C:6]([C:2]4[S:1][CH:5]=[CH:4][CH:3]=4)=[CH:7][CH:8]=3)[NH:12][C:11]2=[O:15])[NH:24][C:25]=1[CH3:26]. The product is CN(CCCC=1C(=C(NC1C)C=C1C(NC2=CC(=CC=C12)C=1SC=CC1)=O)C)C (3-[4-(3-dimethylaminopropyl)-3,5-dimethyl-1H-pyrrol-2-ylmethylene]-6-thiophen-2-yl-1,3-dihydro-indol-2-one). The solvent is C(C)O (ethanol). Reported procedure: A mixture of 6-thiophen-2-yl-1,3-dihydroindol-2-one (100 mg, 0.46 mmol), 4-(3-dimethylaminopropyl)-3,5-dimethyl-1H-pyrrole-2-carboxaldehyde (100 mg, 0.48 mmol), and piperidine (1 drop) in ethanol (2 mL) was stirred at reflux overnight. The precipitate was collected by vacuum filtration, washed with ethanol and dried to give 3-[4-(3-dimethylaminopropyl)-3,5-dimethyl-1H-pyrrol-2-ylmethylene]-6-thiophen-2-yl-1,3-dihydro-indol-2-one.